From a dataset of the Open Reaction Database (ORD), a public repository of structured organic reaction records. describe an organic reaction: reactants, conditions, products, and yield Reactants: NN (hydrazine), [OH-].[Na+] (NaOH), C(C1=CC=CC=C1)O[C@@H](C=O)[C@@H](OCC1=CC=CC=C1)[C@H](OCC1=CC=CC=C1)[C@H](O)COCC1=CC=CC=C1 (2,3,4,6-tetra-O-benzyl-D-glucose). Run in CO (methanol), O1CCCC1 (tetra-hydrofuran). Run at temperature 50 celsius, time 7 day. Product: N(N)C(=O)[C@H](OCC1=CC=CC=C1)[C@@H](OCC1=CC=CC=C1)[C@H](OCC1=CC=CC=C1)[C@H](O)COCC1=CC=CC=C1 (1-hydrazino-2,3,4,6-tetra-O-benzyl-D-glucose). RXN SMILES: [NH2:1][NH2:2].[OH-].[Na+].[CH2:5]([O:12][C@H:13]([C@H:16]([C@@H:25]([C@@H:34]([CH2:36][O:37][CH2:38][C:39]1[CH:44]=[CH:43][CH:42]=[CH:41][CH:40]=1)[OH:35])[O:26][CH2:27][C:28]1[CH:33]=[CH:32][CH:31]=[CH:30][CH:29]=1)[O:17][CH2:18][C:19]1[CH:24]=[CH:23][CH:22]=[CH:21][CH:20]=1)[CH:14]=[O:15])[C:6]1[CH:11]=[CH:10][CH:9]=[CH:8][CH:7]=1>CO.O1CCCC1>[NH:1]([C:14]([C@@H:13]([C@H:16]([C@@H:25]([C@@H:34]([CH2:36][O:37][CH2:38][C:39]1[CH:40]=[CH:41][CH:42]=[CH:43][CH:44]=1)[OH:35])[O:26][CH2:27][C:28]1[CH:29]=[CH:30][CH:31]=[CH:32][CH:33]=1)[O:17][CH2:18][C:19]1[CH:24]=[CH:23][CH:22]=[CH:21][CH:20]=1)[O:12][CH2:5][C:6]1[CH:7]=[CH:8][CH:9]=[CH:10][CH:11]=1)=[O:15])[NH2:2] |f:1.2|. Reported procedure: 1.77 g (55.5 mmoles) of anhydrous hydrazine (which has been twice distilled over NaOH) are dissolved in 3 ml of absolute methanol and the solution is cooled in an ice bath. While stirring 3.0 g (5.55 mmoles) of 2,3,4,6-tetra-O-benzyl-D-glucose dissolved in 15 ml of absolute tetra-hydrofuran were added dropwise. After a few minutes the ice bath is removed and the solution is heated to 50° C. At this temperature the mixture is stirred for 7 days in closed flasks. Following this the excess hydrazin... The reactants are CC(=O)OCC1CN(c2cccc(F)c2)C(=O)O1, CC(=O)O, ClI. Yields the product CC(=O)OCC1CN(c2ccc(I)c(F)c2)C(=O)O1. RXN SMILES: [C:1]([CH3:2])(=[O:3])[O:4][CH2:5][CH:6]1[CH2:7][N:8]([c:12]2[cH:13][c:14]([F:18])[cH:15][cH:16][cH:17]2)[C:9](=[O:11])[O:10]1.[CH3:21][C:22](=[O:23])[OH:24].[I:19][Cl:20]>>[C:1]([CH3:2])(=[O:3])[O:4][CH2:5][CH:6]1[CH2:7][N:8]([c:12]2[cH:13][c:14]([F:18])[c:15]([I:19])[cH:16][cH:17]2)[C:9](=[O:11])[O:10]1.